The task is: describe an organic reaction: reactants, conditions, products, and yield. This data is from the Open Reaction Database (ORD), a public repository of structured organic reaction records. Starting materials: imine, Cl (HCl), C(CCC)[Li] (n-butyl lithium), C(C)OP(OCC)(=O)Cl (diethylchlorophosphonate), COC1=CC=C(C(=O)C=2C=NC=CC2)C=C1 (3-(4-methoxybenzoyl)pyridine), C(C)(C)NC(C)C (diisopropylamine). Run in O1CCCC1 (tetrahydrofuran), CCCCCC (hexane), C(C)(C)(C)N=CC (acetaldehyde N-tert-butylimine). Run at time 17 hour. The product is aldehyde, COC1=CC=C(C=C1)/C(=C/C=O)/C=1C=NC=CC1 ((Z)-3-(4-methoxyphenyl)-3-(3-pyridinyl)-2-propenal). RXN SMILES: [CH3:1][O:2][C:3]1[CH:16]=[CH:15][C:6]([C:7]([C:9]2[CH:10]=[N:11][CH:12]=[CH:13][CH:14]=2)=O)=[CH:5][CH:4]=1.C(NC(C)C)(C)C.C([Li])CCC.Cl.[CH2:30]([O:32]P(Cl)(=O)OCC)[CH3:31]>CCCCCC.C(N=CC)(C)(C)C.O1CCCC1>[CH3:1][O:2][C:3]1[CH:16]=[CH:15][C:6](/[C:7](/[C:9]2[CH:10]=[N:11][CH:12]=[CH:13][CH:14]=2)=[CH:31]/[CH:30]=[O:32])=[CH:5][CH:4]=1. Reported procedure: The compounds were prepared according to the procedure described in Example 84 except that the reaction was worked up after 17 hours. The following reagents were used: 3-(4-methoxybenzoyl)pyridine (22 g), diisopropylamine (32.2 mL), 1.55M n-butyl lithium in hexane (148 mL), acetaldehyde N-tert-butylimine (14.75 mL), diethylchlorophosphonate (16.6 mL) and tetrahydrofuran (200 mL). The work up, varied only in that the hydrolysis step was done by treating the intermediate imine with 2N HCl (300 ml)... Reactants: Cl.Cl.NCCCN1CCC(CC1)CC1=CC=CC=C1 (1-(3-aminopropan-1-yl)-4-benzylpiperidine dihydrochloride), N=1C=C2C=C(SC3=CC=CC1N23)C(=O)O (5-thia-1,8b-diazaacenaphthylene-4-carboxylic acid), ON1C(CCC1=O)=O (N-hydroxysuccinimide), Cl.C(C)N=C=NCCCN(C)C (N-ethyl-N′-3-(N,N-dimethylamino)propylcarbodiimide hydrochloride). Solvent: C(C)#N (acetonitrile), C(C)N(CC)CC (triethylamine), C(C)#N (acetonitrile). Conditions: time 2 hour. The product is C(C1=CC=CC=C1)C1CCN(CC1)CCCNC(=O)C1=CC2=CN=C3C=CC=C(S1)N32 (N-[3-(4-benzylpiperidin-1-yl)propan-1-yl]-5-thia-1,8b-diazaacenaphthylene-4-carboxamide). RXN SMILES: [N:1]1[CH:2]=[C:3]2[N:12]3[C:7](=[CH:8][CH:9]=[CH:10][C:11]=13)[S:6][C:5]([C:13]([OH:15])=O)=[CH:4]2.ON1C(=O)CCC1=O.Cl.C(N=C=NCCCN(C)C)C.Cl.Cl.[NH2:38][CH2:39][CH2:40][CH2:41][N:42]1[CH2:47][CH2:46][CH:45]([CH2:48][C:49]2[CH:54]=[CH:53][CH:52]=[CH:51][CH:50]=2)[CH2:44][CH2:43]1>C(#N)C.C(N(CC)CC)C>[CH2:48]([CH:45]1[CH2:44][CH2:43][N:42]([CH2:41][CH2:40][CH2:39][NH:38][C:13]([C:5]2[S:6][C:7]3[N:12]4[C:3](=[CH:2][N:1]=[C:11]4[CH:10]=[CH:9][CH:8]=3)[CH:4]=2)=[O:15])[CH2:47][CH2:46]1)[C:49]1[CH:54]=[CH:53][CH:52]=[CH:51][CH:50]=1 |f:2.3,4.5.6|. Procedure: To a suspension of 1.0 g (4.58 mM) of 5-thia-1,8b-diazaacenaphthylene-4-carboxylic acid and 1.05 g (9.12 mM) of N-hydroxysuccinimide in acetonitrile (10 ml) was added 1.76 g (9.18 mM) of N-ethyl-N′-3-(N,N-dimethylamino)propylcarbodiimide hydrochloride at room temperature and the mixture was stirred at the prevailing temperature for 2 hours. To this mixture was added a suspension of 2.09 g (6.85 mM) of 1-(3-aminopropan-1-yl)-4-benzylpiperidine dihydrochloride and 3.87 ml (27.8 mM) of triethylamin... The reactants are N([C@@H](C)C(=O)N[C@@H](CC1=CC=C(C=C1)O)C(=O)NCC(=O)N[C@@H](CC1=CNC2=CC=CC=C12)C(=O)N[C@@H](CCSC)C(=O)N[C@@H](CC(O)=O)C(=O)N[C@@H](CC1=CC=CC=C1)C(=O)N)C(=O)OC(C)(C)C (Boc-Ala-Tyr-Gly-Trp-Met-Asp-Phe-NH2), CCOCC (ether). The solvent is FC(C(=O)O)(F)F (trifluoroacetic acid), C(C)(S)S (ethanedithiol). Run at temperature 4 celsius. Product: N[C@@H](C)C(=O)N[C@@H](CC1=CC=C(C=C1)O)C(=O)NCC(=O)N[C@@H](CC1=CNC2=CC=CC=C12)C(=O)N[C@@H](CCSC)C(=O)N[C@@H](CC(O)=O)C(=O)N[C@@H](CC1=CC=CC=C1)C(=O)N (Ala-Tyr-Gly-Trp-Met-Asp-Phe-NH2). The yield is 76.1%. As a reaction SMILES: [NH:1](C(OC(C)(C)C)=O)[C@H:2]([C:4]([NH:6][C@H:7]([C:16]([NH:18][CH2:19][C:20]([NH:22][C@H:23]([C:34]([NH:36][C@H:37]([C:42]([NH:44][C@H:45]([C:50]([NH:52][C@H:53]([C:61]([NH2:63])=[O:62])[CH2:54][C:55]1[CH:60]=[CH:59][CH:58]=[CH:57][CH:56]=1)=[O:51])[CH2:46][C:47](=[O:49])[OH:48])=[O:43])[CH2:38][CH2:39][S:40][CH3:41])=[O:35])[CH2:24][C:25]1[C:33]2[C:28](=[CH:29][CH:30]=[CH:31][CH:32]=2)[NH:27][CH:26]=1)=[O:21])=[O:17])[CH2:8][C:9]1[CH:14]=[CH:13][C:12]([OH:15])=[CH:11][CH:10]=1)=[O:5])[CH3:3].CCOCC>FC(F)(F)C(O)=O.C(S)(S)C>[NH2:1][C@H:2]([C:4]([NH:6][C@H:7]([C:16]([NH:18][CH2:19][C:20]([NH:22][C@H:23]([C:34]([NH:36][C@H:37]([C:42]([NH:44][C@H:45]([C:50]([NH:52][C@H:53]([C:61]([NH2:63])=[O:62])[CH2:54][C:55]1[CH:56]=[CH:57][CH:58]=[CH:59][CH:60]=1)=[O:51])[CH2:46][C:47](=[O:48])[OH:49])=[O:43])[CH2:38][CH2:39][S:40][CH3:41])=[O:35])[CH2:24][C:25]1[C:33]2[C:28](=[CH:29][CH:30]=[CH:31][CH:32]=2)[NH:27][CH:26]=1)=[O:21])=[O:17])[CH2:8][C:9]1[CH:14]=[CH:13][C:12]([OH:15])=[CH:11][CH:10]=1)=[O:5])[CH3:3]. Procedure details: 1.00 g of Boc-Ala-Tyr-Gly-Trp-Met-Asp-Phe-NH2 (m.p. 197°-200° C. Anal. Calcd. (%) for C48H61N9O12S: C, 58.35; H, 6.22; N, 12.75. Found (%): C, 58.35; H, 6.43; N, 12.61) was dissolved in 5 ml of trifluoroacetic acid containing 0.2 ml of ethanedithiol and reacted at room temperature for 30 minutes. Then 100 ml of anhydrous ether was added to the reaction mixture, and the resulting precipitate was filtered and dried. This deprotected heptapeptide was dissolved in 20 ml of DMF containing 0.14 ml of ... Starting materials: CN(C(=O)C(Cc1ccc2ccccc2c1)N(C)C(=O)C=CCC(C)(C)NC(=O)OC(C)(C)C)C(CNS(C)(=O)=O)Cc1ccccc1, ClCCl, O=C(O)C(F)(F)F. The product is CN(C(=O)C(Cc1ccc2ccccc2c1)N(C)C(=O)C=CCC(C)(C)N)C(CNS(C)(=O)=O)Cc1ccccc1. RXN SMILES: [C:1]([O:2][C:3](=[O:4])[NH:7][C:8]([CH2:9][CH:10]=[CH:11][C:12]([N:13]([CH3:14])[CH:15]([CH2:16][c:17]1[cH:18][c:19]2[cH:20][cH:21][cH:22][cH:23][c:24]2[cH:25][cH:26]1)[C:27]([N:28]([CH3:29])[CH:30]([CH2:31][NH:32][S:33](=[O:34])(=[O:35])[CH3:36])[CH2:37][c:38]1[cH:39][cH:40][cH:41][cH:42][cH:43]1)=[O:44])=[O:45])([CH3:46])[CH3:47])([CH3:5])([CH3:6])[CH3:48].[Cl:56][CH2:57][Cl:58].[OH:49][C:50]([C:51]([F:52])([F:53])[F:54])=[O:55]>>[NH2:7][C:8]([CH2:9][CH:10]=[CH:11][C:12]([N:13]([CH3:14])[CH:15]([CH2:16][c:17]1[cH:18][c:19]2[cH:20][cH:21][cH:22][cH:23][c:24]2[cH:25][cH:26]1)[C:27]([N:28]([CH3:29])[CH:30]([CH2:31][NH:32][S:33](=[O:34])(=[O:35])[CH3:36])[CH2:37][c:38]1[cH:39][cH:40][cH:41][cH:42][cH:43]1)=[O:44])=[O:45])([CH3:46])[CH3:47]. The reactants are ClC=1C=C(C=C2CCC(N(C12)C)=O)B1OC(C(O1)(C)C)(C)C (8-chloro-1-methyl-6-(4,4,5,5-tetramethyl-[1,3,2]dioxaborolan-2-yl)-3,4-dihydro-1H-quinolin-2-one), BrC1=CN=CC=2C(CCCC12)NC(CC)=O ((rac)-N-(4-bromo-5,6,7,8-tetrahydro-isoquinolin-8-yl)-propionamide). Product: ClC=1C=C(C=C2CCC(N(C12)C)=O)C1=CN=CC=2C(CCCC12)NC(CC)=O ((rac)-N-[4-(8-Chloro-1-methyl-2-oxo-1,2,3,4-tetrahydro-quinolin-6-yl)-5,6,7,8-tetrahydro-isoquinolin-8-yl]-propionamide). Yield: 63.0%. Reaction SMILES: [Cl:1][C:2]1[CH:3]=[C:4](B2OC(C)(C)C(C)(C)O2)[CH:5]=[C:6]2[C:11]=1[N:10]([CH3:12])[C:9](=[O:13])[CH2:8][CH2:7]2.Br[C:24]1[C:33]2[CH2:32][CH2:31][CH2:30][CH:29]([NH:34][C:35](=[O:38])[CH2:36][CH3:37])[C:28]=2[CH:27]=[N:26][CH:25]=1>>[Cl:1][C:2]1[CH:3]=[C:4]([C:24]2[C:33]3[CH2:32][CH2:31][CH2:30][CH:29]([NH:34][C:35](=[O:38])[CH2:36][CH3:37])[C:28]=3[CH:27]=[N:26][CH:25]=2)[CH:5]=[C:6]2[C:11]=1[N:10]([CH3:12])[C:9](=[O:13])[CH2:8][CH2:7]2. Procedure details: In analogy to the procedure described for the preparation of example 28, 8-chloro-1-methyl-6-(4,4,5,5-tetramethyl-[1,3,2]dioxaborolan-2-yl)-3,4-dihydro-1H-quinolin-2-one (intermediate A-8) and (rac)-N-(4-bromo-5,6,7,8-tetrahydro-isoquinolin-8-yl)-propionamide (intermediate B-1) were used to give the title compound as a white solid in 63% yield. MS: 398.3 (M+H)+. The reactants are N#Cc1cc(S(=O)(=O)Cl)ccc1F, C[Si](C)(C)[N-][Si](C)(C)C, COc1ccc(CNc2ncns2)c(OC)c1, [Cl-], [Li+], [NH4+], C1CCOC1. The product is COc1ccc(CN(c2ncns2)S(=O)(=O)c2ccc(F)c(C#N)c2)c(OC)c1. Reaction SMILES: [C:28](#[N:29])[c:30]1[cH:31][c:32]([S:37](=[O:38])(=[O:39])[Cl:40])[cH:33][cH:34][c:35]1[F:36].[CH3:18][Si:19]([CH3:20])([CH3:21])[N-:22][Si:23]([CH3:24])([CH3:25])[CH3:26].[CH3:1][O:2][c:3]1[c:4]([CH2:5][NH:6][c:7]2[n:8][cH:9][n:10][s:11]2)[cH:12][cH:13][c:14]([O:16][CH3:17])[cH:15]1.[Cl-:41].[Li+:27].[NH4+:42].[O:43]1[CH2:44][CH2:45][CH2:46][CH2:47]1>>[CH3:1][O:2][c:3]1[c:4]([CH2:5][N:6]([c:7]2[n:8][cH:9][n:10][s:11]2)[S:37]([c:32]2[cH:31][c:30]([C:28]#[N:29])[c:35]([F:36])[cH:34][cH:33]2)(=[O:38])=[O:39])[cH:12][cH:13][c:14]([O:16][CH3:17])[cH:15]1.